Dataset: the Open Reaction Database (ORD), a public repository of structured organic reaction records. Task: describe an organic reaction: reactants, conditions, products, and yield Starting materials: CCOC(=O)C (EtOAc), C1(C=CCCC1)=O (cyclohex-2-enone), C(CC(=O)OCC)(=O)OCC (diethyl malonate), N12CCCCCC2=NCCC1 (1,8-diazabicyclo[5.4.0]undec-7-ene). Run in C1CCOC1 (THF). Conditions: temperature 50 celsius. Yields the product O=C1CC(CCC1)C(C(=O)OCC)C(=O)OCC (diethyl 2-(3-oxocyclohexyl)malonate). The yield is 104.0%. Reaction SMILES: [C:1]1(=[O:7])[CH2:6][CH2:5][CH2:4][CH:3]=[CH:2]1.[C:8]([O:16][CH2:17][CH3:18])(=[O:15])[CH2:9][C:10]([O:12][CH2:13][CH3:14])=[O:11].N12CCCN=C1CCCCC2.CCOC(C)=O>C1COCC1>[O:7]=[C:1]1[CH2:6][CH2:5][CH2:4][CH:3]([CH:9]([C:10]([O:12][CH2:13][CH3:14])=[O:11])[C:8]([O:16][CH2:17][CH3:18])=[O:15])[CH2:2]1. Procedure: A solution of cyclohex-2-enone (3.05 mL, 30 mmol) and diethyl malonate (4.58 mL, 30.0 mmol) in THF (30 mL) was treated with 1,8-diazabicyclo[5.4.0]undec-7-ene (4.52 mL, 30.0 mmol) and heated at 50° C. for 16 h. The cooled mixture was poured into EtOAc and washed sequentially with 1M aqueous HCl and brine. The combined aqueous layers were extracted with EtOAc, and the combined organic phases were dried and concentrated to give diethyl 2-(3-oxocyclohexyl)malonate as an oil (8.0 g), used without fu... The reactants are Brc1ccc(Br)cc1, [Li]CCCC, CC(C)(C)OC(=O)N1CCC(=O)C1, C1CCOC1. Product: CC(C)(C)OC(=O)N1CCC(O)(c2ccc(Br)cc2)C1. RXN SMILES: [Br:1][c:2]1[cH:3][cH:4][c:5]([Br:6])[cH:7][cH:8]1.[CH2:9]([Li:10])[CH2:11][CH2:12][CH3:13].[O:14]=[C:15]1[CH2:16][N:17]([C:20](=[O:21])[O:22][C:23]([CH3:24])([CH3:25])[CH3:26])[CH2:18][CH2:19]1.[O:27]1[CH2:28][CH2:29][CH2:30][CH2:31]1>>[c:2]1([C:15]2([OH:14])[CH2:16][N:17]([C:20](=[O:21])[O:22][C:23]([CH3:24])([CH3:25])[CH3:26])[CH2:18][CH2:19]2)[cH:3][cH:4][c:5]([Br:6])[cH:7][cH:8]1. The reactants are Cl.NC1CN(CC1)C=1N=C(C2=C(N1)SC=N2)NC2=CC(=C(C=C2)OC)OC (5-(3-aminopyrrolidin-1-yl)-N-(3,4-dimethoxyphenyl)thiazolo[5,4-d]pyrimidin-7-amine hydrochloride), NC1=NC=C(C(=O)O)C=C1 (6-aminonicotinic acid), CCN=C=NCCCN(C)C (EDCI), CN1C=NC=C1 (N-methylimidazole). Solvent: C(Cl)Cl (DCM). Run at time 16 hour. Yields the product NC1=NC=C(C(=O)NC2CN(CC2)C=2N=C(C3=C(N2)SC=N3)NC3=CC(=C(C=C3)OC)OC)C=C1 (6-amino-N-(1-(7-(3,4-dimethoxyphenylamino)thiazolo[5,4-d]pyrimidin-5-yl)pyrrolidin-3-yl)nicotinamide). Isolated yield 33.1%. As a reaction SMILES: Cl.[NH2:2][CH:3]1[CH2:7][CH2:6][N:5]([C:8]2[N:9]=[C:10]([NH:17][C:18]3[CH:23]=[CH:22][C:21]([O:24][CH3:25])=[C:20]([O:26][CH3:27])[CH:19]=3)[C:11]3[N:16]=[CH:15][S:14][C:12]=3[N:13]=2)[CH2:4]1.[NH2:28][C:29]1[CH:37]=[CH:36][C:32]([C:33](O)=[O:34])=[CH:31][N:30]=1.CCN=C=NCCCN(C)C.CN1C=CN=C1>C(Cl)Cl>[NH2:28][C:29]1[CH:37]=[CH:36][C:32]([C:33]([NH:2][CH:3]2[CH2:7][CH2:6][N:5]([C:8]3[N:9]=[C:10]([NH:17][C:18]4[CH:23]=[CH:22][C:21]([O:24][CH3:25])=[C:20]([O:26][CH3:27])[CH:19]=4)[C:11]4[N:16]=[CH:15][S:14][C:12]=4[N:13]=3)[CH2:4]2)=[O:34])=[CH:31][N:30]=1 |f:0.1|. Procedure: A mixture of 5-(3-aminopyrrolidin-1-yl)-N-(3,4-dimethoxyphenyl)thiazolo[5,4-d]pyrimidin-7-amine hydrochloride (100 mg, 0.245 mmol), 6-aminonicotinic acid (40 mg, 0.27 mmol), EDCI (97 mg, 0.49 mmol) and N-methylimidazole (60 mg, 0.735 mmol) in 5 mL of DCM was stirred at room temperature for 16 hours. The mixture was washed with water (5 mL), The organic layer was dried over Na2SO4. After filtration and concentration, the residue was purified by column chromatography on silica gel eluting with a m... As a reaction SMILES: [F:1][C:2](=[C:11]([F:13])[F:12])[CH2:3][CH2:4][S:5][C:6]1[S:7][CH:8]=[CH:9][N:10]=1.[Cl:14]N1C(=O)CCC1=O>C(Cl)(Cl)(Cl)Cl>[Cl:14][C:8]1[S:7][C:6]([S:5][CH2:4][CH2:3][C:2]([F:1])=[C:11]([F:12])[F:13])=[N:10][CH:9]=1. Product: ClC1=CN=C(S1)SCCC(=C(F)F)F (5-chloro-2-(3,4,4-trifluoro-3-butenylthio)thiazole). Reported procedure: 2-(3,4,4-Trifluoro-3-butenylthio)thiazole (6.75 g, 30 mM) is dissolved in carbon tetrachloride (60 ml). N-chlorosuccinimide (4.8 g) is added to the solution and refluxed for 18 hours by heating. As soon as the reaction has reached room temperature, the mixture is filtered and the solvent is distilled off. The concentrate is purified by column chromatography (eluent: hexane/ethyl acetate=90/10) to obtain 5-chloro-2-(3,4,4-trifluoro-3-butenylthio)thiazole as pale yellow liquid (n20D 1.5326). The reactants are FC(CCSC=1SC=CN1)=C(F)F (2-(3,4,4-Trifluoro-3-butenylthio)thiazole), ClN1C(CCC1=O)=O (N-chlorosuccinimide). The solvent is C(Cl)(Cl)(Cl)Cl (carbon tetrachloride). The reactants are CC(=O)c1cc(OCC=C(Cl)Cl)cc(Cl)c1O, OCCCOc1ccc(C(F)(F)F)cn1, CCOC(=O)N=NC(=O)OCC, C1CCOC1, c1ccc(P(c2ccccc2)c2ccccc2)cc1. The product is CC(=O)c1cc(OCC=C(Cl)Cl)cc(Cl)c1OCCCOc1ccc(C(F)(F)F)cn1. Reaction SMILES: [C:1]([CH3:2])(=[O:3])[c:4]1[c:5]([OH:17])[c:6]([Cl:16])[cH:7][c:8]([O:10][CH2:11][CH:12]=[C:13]([Cl:14])[Cl:15])[cH:9]1.[F:18][C:19]([c:20]1[cH:21][cH:22][c:23]([O:26][CH2:27][CH2:28][CH2:29][OH:30])[n:24][cH:25]1)([F:31])[F:32].[O:52]=[C:53]([O:54][CH2:55][CH3:56])[N:57]=[N:58][C:59]([O:60][CH2:61][CH3:62])=[O:63].[O:64]1[CH2:65][CH2:66][CH2:67][CH2:68]1.[c:33]1([P:34]([c:35]2[cH:36][cH:37][cH:38][cH:39][cH:40]2)[c:41]2[cH:42][cH:43][cH:44][cH:45][cH:46]2)[cH:47][cH:48][cH:49][cH:50][cH:51]1>>[C:1]([CH3:2])(=[O:3])[c:4]1[c:5]([O:17][CH2:29][CH2:28][CH2:27][O:26][c:23]2[cH:22][cH:21][c:20]([C:19]([F:18])([F:31])[F:32])[cH:25][n:24]2)[c:6]([Cl:16])[cH:7][c:8]([O:10][CH2:11][CH:12]=[C:13]([Cl:14])[Cl:15])[cH:9]1.